Dataset: the Open Reaction Database (ORD), a public repository of structured organic reaction records. Task: describe an organic reaction: reactants, conditions, products, and yield Reactants: N(CC(=O)N[C@@H](C)C(=O)O)C(=O)OC(C)(C)C (Boc-Gly-Ala), Cl (HCl), O (H2O), Cl (HCl), Example 33B, C=1C=CC2=C(C1)N=NN2O (HOBT), N[C@H](C)C(=O)NCC(=O)NCC(=O)OCC1=CC=CC=C1 (DAla-Gly-Gly-OBzl). The solvent is CN(C)C=O (DMF), C(CCl)Cl (EDC). Conditions: time 12 hour. The product is N(CC(=O)N[C@@H](C)C(=O)N[C@H](C)C(=O)NCC(=O)NCC(=O)OCC1=CC=CC=C1)C(=O)OC(C)(C)C (Boc-Gly-Ala-DAla-Gly-Gly-OBzl). Yield: 80.0%. As a reaction SMILES: [NH:1]([C:11]([O:13][C:14]([CH3:17])([CH3:16])[CH3:15])=[O:12])[CH2:2][C:3]([NH:5][C@H:6]([C:8]([OH:10])=O)[CH3:7])=[O:4].C1C=CC2N(O)N=NC=2C=1.O.Cl.[NH2:30][C@@H:31]([C:33]([NH:35][CH2:36][C:37]([NH:39][CH2:40][C:41]([O:43][CH2:44][C:45]1[CH:50]=[CH:49][CH:48]=[CH:47][CH:46]=1)=[O:42])=[O:38])=[O:34])[CH3:32]>CN(C=O)C.C(Cl)CCl>[NH:1]([C:11]([O:13][C:14]([CH3:17])([CH3:16])[CH3:15])=[O:12])[CH2:2][C:3]([NH:5][C@H:6]([C:8]([NH:30][C@@H:31]([C:33]([NH:35][CH2:36][C:37]([NH:39][CH2:40][C:41]([O:43][CH2:44][C:45]1[CH:46]=[CH:47][CH:48]=[CH:49][CH:50]=1)=[O:42])=[O:38])=[O:34])[CH3:32])=[O:10])[CH3:7])=[O:4]. Procedure: To a solution of Boc-Gly-Ala prepared as in Example 33B (10.2 g, 41.5 mmol) in anhydrous DMF (300 ml), was added HOBT.circle-solid.H2O (6.21 g, 46.0 mmol), EDC.circle-solid.HCl (8.81 g, 46.0 mmol) and DAla-Gly-Gly-OBzl.circle-solid.HCl (13.7 g, 41.5 mmol). The pH of the resulting solution was adjusted to ~8 (measured by spotting the reaction mixture on moistened Hydrion paper) and the reaction mixture was allowed to stir at room temperature for 12 h thereafter. The solution was concentrated in v... Starting materials: CNC (dimethyl amine), CO (methanol), ClC1=C(C=C(C=C1)C(C)=O)S(=O)(=O)Cl (4'-chloro-3'-chlorosulfonylacetophenone). Solvent: O (water). Run at temperature 60 celsius, time 15 minute. Yields the product ClC1=C(C=C(C=C1)C(C)=O)S(N(C)C)(=O)=O (4'-Chloro-3'-dimethylsulfamoylacetophenone). Reaction SMILES: [CH3:1][NH:2][CH3:3].CO.[Cl:6][C:7]1[CH:12]=[CH:11][C:10]([C:13](=[O:15])[CH3:14])=[CH:9][C:8]=1[S:16](Cl)(=[O:18])=[O:17]>O>[Cl:6][C:7]1[CH:12]=[CH:11][C:10]([C:13](=[O:15])[CH3:14])=[CH:9][C:8]=1[S:16](=[O:17])(=[O:18])[N:2]([CH3:3])[CH3:1]. Procedure: To a stirred mixture of 10 ml of 40% dimethyl amine solution and 60 ml of methanol, there were added, portionswise, 5.1 g of 4'-chloro-3'-chlorosulfonylacetophenone, so that the reaction temperature did not exceed 30° C. The reaction mixture was stirred for 3 hours at room temperature and 15 minutes at 60° C. After cooling, the reaction mixture was poured into 200 ml of water and the crystals were filtered off. Melting point: 108° C. The reactants are COC1=CC2=C(C(=NO2)C2CCNCC2)C=C1 (6-methoxy-3-(4-piperidyl)-1,2-benzisoxazole), ClCCCN1C(NC2=C1C=CC=C2)=O (1-(3-chloropropyl)-1,3-dihydro-2H-benzimidazol-2-one), C([O-])([O-])=O.[Na+].[Na+] (sodium carbonate), [I-].[K+] (potassium iodide). Solvent: CC(C)CC(C)=O (2-methyl-4-pentanone), O (water). Product: COC1=CC2=C(C(=NO2)C2CCN(CC2)CCCN2C(NC3=C2C=CC=C3)=O)C=C1 (6-Methoxy-3-{1-[1,3-dihydro-2-oxo-2H-benzimidazol-1-ylpropyl]-4-piperidyl}-1,2-benzisoxazole). The yield is 37.8%. RXN SMILES: [CH3:1][O:2][C:3]1[CH:17]=[CH:16][C:6]2[C:7]([CH:10]3[CH2:15][CH2:14][NH:13][CH2:12][CH2:11]3)=[N:8][O:9][C:5]=2[CH:4]=1.Cl[CH2:19][CH2:20][CH2:21][N:22]1[C:26]2[CH:27]=[CH:28][CH:29]=[CH:30][C:25]=2[NH:24][C:23]1=[O:31].C(=O)([O-])[O-].[Na+].[Na+].[I-].[K+]>O.CC(CC(=O)C)C>[CH3:1][O:2][C:3]1[CH:17]=[CH:16][C:6]2[C:7]([CH:10]3[CH2:11][CH2:12][N:13]([CH2:19][CH2:20][CH2:21][N:22]4[C:26]5[CH:27]=[CH:28][CH:29]=[CH:30][C:25]=5[NH:24][C:23]4=[O:31])[CH2:14][CH2:15]3)=[N:8][O:9][C:5]=2[CH:4]=1 |f:2.3.4,5.6|. Reported procedure: A mixture of 4.1 g of 6-methoxy-3-(4-piperidyl)-1,2-benzisoxazole, 3.7 g of 1-(3-chloropropyl)-1,3-dihydro-2H-benzimidazol-2-one, 3.1 g of sodium carbonate, a few crystals of potassium iodide and 125 ml of 2-methyl-4-pentanone was stirred and heated under reflux under nitrogen for 16 hrs. The reaction was poured into 300 ml of water, the layers were separated and the aqueous layer was extracted twice with dichloromethane. The organic layers were combined, washed with water, dried over anhydrous ... Reactants: CN(C)CC1=CC2=C(CN(CC2)C(CCCCCC2=CC=CC=C2)=O)S1 (1-(2-Dimethylaminomethyl-5,7-dihydro-4H-thieno[2,3-c]pyridin-6-yl)-6-phenylhexan-1-one), Cl (hydrogen chloride). Solvent: CO (methanol), CO (methanol). The product is Cl.CN(C)CC1=CC2=C(CN(CC2)C(CCCCCC2=CC=CC=C2)=O)S1 (1-(2-dimethylaminomethyl-5,7-dihydro-4H-thieno[2,3-c]pyridin-6-yl)-6-phenylhexan-1-one hydrochloride). Reaction SMILES: [CH3:1][N:2]([CH2:4][C:5]1[S:26][C:8]2[CH2:9][N:10]([C:13](=[O:25])[CH2:14][CH2:15][CH2:16][CH2:17][CH2:18][C:19]3[CH:24]=[CH:23][CH:22]=[CH:21][CH:20]=3)[CH2:11][CH2:12][C:7]=2[CH:6]=1)[CH3:3].[ClH:27]>CO>[ClH:27].[CH3:1][N:2]([CH2:4][C:5]1[S:26][C:8]2[CH2:9][N:10]([C:13](=[O:25])[CH2:14][CH2:15][CH2:16][CH2:17][CH2:18][C:19]3[CH:24]=[CH:23][CH:22]=[CH:21][CH:20]=3)[CH2:11][CH2:12][C:7]=2[CH:6]=1)[CH3:3] |f:3.4|. Reported procedure: 1-(2-Dimethylaminomethyl-5,7-dihydro-4H-thieno[2,3-c]pyridin-6-yl)-6-phenylhexan-1-one 70 mg was dissolved in 2 ml of methanol; hydrogen chloride in methanol was added in excess, followed by stirring. After this mixture was concentrated, diethyl ether was added; the resulting solid was filtered and washed with diethyl ether to yield the desired product. Reactants: C(C)[Mg]Br (ethyl magnesium bromide), solution, C1(=CC=CC=C1)C (toluene), C=O (paraformaldehyde), [Si](C)(C)(C(C)(C)C)OCCC=1C=C(C=CC1)O (3-(2-(tert-Butyldimethylsilyloxy)ethyl)phenol). The solvent is C(C)(=O)OCC (ethyl acetate), O (water), C1CCOC1 (THF), C(C)N(CC)CC (triethylamine). Product: [Si](C)(C)(C(C)(C)C)OCCC1=CC(=C(C=O)C=C1)O (4-(2-(tert-butyldimethylsilyloxy)ethyl)-2-hydroxybenzaldehyde). As a reaction SMILES: [Si:1]([O:8][CH2:9][CH2:10][C:11]1[CH:12]=[C:13]([OH:17])[CH:14]=[CH:15][CH:16]=1)([C:4]([CH3:7])([CH3:6])[CH3:5])([CH3:3])[CH3:2].C([Mg]Br)C.C1(C)C=CC=CC=1.[CH2:29]=[O:30]>C1COCC1.C(N(CC)CC)C.C(OCC)(=O)C.O>[Si:1]([O:8][CH2:9][CH2:10][C:11]1[CH:16]=[CH:15][C:14]([CH:29]=[O:30])=[C:13]([OH:17])[CH:12]=1)([C:4]([CH3:6])([CH3:7])[CH3:5])([CH3:3])[CH3:2]. Reported procedure: To a solution of (1) (538 mg, 2.13 mmol) in THF (20 ml) and triethylamine (3 ml) cooled in an ice bath was added ethyl magnesium bromide (2.13 mL of a 1M solution, 2.13 mmol). The reaction was allowed to warm to room temperature and stirred for a total duration of 1 h. Solvent was removed under reduced pressure then toluene (50 ml) was added which was subsequently removed under reduced pressure. This procedure was repeated two times. After the third addition of toluene, paraformaldehyde (160 mg,... The reactants are [N+](=O)([O-])C=1C=C2C(=C(C(=NC2=CC1)C(=O)OCC)C(=O)OCC)O (diethyl 6-nitro-4-hydroxy-quinoline-2,3-dicarboxylate), C1(=CC=CC=C1)NN (phenylhydrazine). The solvent is C(C)O (ethanol), C(C)O (ethanol). Product: OC1=NN(C(C2=C1NC=1C=CC(=CC1C2=O)[N+](=O)[O-])=O)C2=CC=CC=C2 (4-hydroxy-8-nitro-2-phenyl-1,2,5,10-tetrahydropyridazino[4,5-b]quinoline-1,10-dione). RXN SMILES: [N+:1]([C:4]1[CH:5]=[C:6]2[C:11](=[CH:12][CH:13]=1)[N:10]=[C:9]([C:14]([O:16]CC)=O)[C:8]([C:19]([O:21]CC)=O)=[C:7]2[OH:24])([O-:3])=[O:2].[C:25]1([NH:31][NH2:32])[CH:30]=[CH:29][CH:28]=[CH:27][CH:26]=1>C(O)C>[OH:16][C:14]1[C:9]2[NH:10][C:11]3[CH:12]=[CH:13][C:4]([N+:1]([O-:3])=[O:2])=[CH:5][C:6]=3[C:7](=[O:24])[C:8]=2[C:19](=[O:21])[N:31]([C:25]2[CH:30]=[CH:29][CH:28]=[CH:27][CH:26]=2)[N:32]=1. Reported procedure: To a stirred suspension of diethyl 6-nitro-4-hydroxy-quinoline-2,3-dicarboxylate (1.670 g, 5.00 mM) in ethanol (30 mL) was added phenylhydrazine (3.44 mL, 35.00 mM) to give a deep red solution. The solution was heated to reflux for 1 hour and concentrated to about 15 mL. Continued heating gave a thick suspension which was diluted with ethanol (5 mL) and refluxed for 16 additional hours. The mixture was cooled to room temperature and filtered to give the phenylhydrazine salt of the title compound... The reactants are ClC=1C=C(C=C(C1)Cl)C1=NN(C(=C1)C1=CC=C(C=C1)OC)CC1=CC=C(C(=O)O)C=C1 (4-{[3-(3,5-dichlorophenyl)-5-(4-methoxyphenyl)-1H-pyrazol-1-yl]methyl}benzoic acid), ON1N=NC2=C1N=CC=C2 (1-hydroxy-7-azabenzo-triazole), C(C)(C)N(C(C)C)CC (N,N-diisopropylethyl amine), Cl.CN(CCCN=C=NCC)C (3-(Dimethylamino)propyl-3-ethyl carbodiimide hydrochloride), C(=O)(C(F)(F)F)O.C(Cl)Cl (TFA DCM). The solvent is CN(C)C=O.C(Cl)Cl (DMF DCM), C(Cl)Cl (DCM). Conditions: time 18 hour. Product: ClC=1C=C(C=C(C1)Cl)C1=NN(C(=C1)C1=CC=C(C=C1)OC)CC1=CC=C(C(=O)NCCC(=O)O)C=C1 (N-(4-{[3-(3,5-dichlorophenyl)-5-(4-methoxyphenyl)-1H-pyrazol-1-yl]methyl}benzoyl)-β-alanine). RXN SMILES: [Cl:1][C:2]1[CH:3]=[C:4]([C:9]2[CH:13]=[C:12]([C:14]3[CH:19]=[CH:18][C:17]([O:20][CH3:21])=[CH:16][CH:15]=3)[N:11]([CH2:22][C:23]3[CH:31]=[CH:30][C:26]([C:27]([OH:29])=O)=[CH:25][CH:24]=3)[N:10]=2)[CH:5]=[C:6]([Cl:8])[CH:7]=1.O[N:33]1[C:37]2N=CC=CC=2N=N1.C(N(CC)C(C)C)(C)C.Cl.CN(C)CCCN=C=NCC.[C:63]([OH:69])([C:65](F)(F)F)=[O:64].C(Cl)Cl>C(Cl)Cl.CN(C=O)C.C(Cl)Cl>[Cl:1][C:2]1[CH:3]=[C:4]([C:9]2[CH:13]=[C:12]([C:14]3[CH:15]=[CH:16][C:17]([O:20][CH3:21])=[CH:18][CH:19]=3)[N:11]([CH2:22][C:23]3[CH:24]=[CH:25][C:26]([C:27]([NH:33][CH2:37][CH2:65][C:63]([OH:69])=[O:64])=[O:29])=[CH:30][CH:31]=3)[N:10]=2)[CH:5]=[C:6]([Cl:8])[CH:7]=1 |f:3.4,5.6,8.9|. Reported procedure: To a solution of the intermediate from example 73 step D (100 mg, 0.22 mmol) in 1:1 DMF/DCM (0.54 mL) was added 1-hydroxy-7-azabenzo-triazole (35 mg, 0.264 mmol), N,N-diisopropylethyl amine (92 μL, 0.53 mmol) β-alanine-t-butyl ester hydrochloride (48 mg, 0.26 mmol) and 1-(3-(Dimethylamino)propyl-3-ethyl carbodiimide hydrochloride (51 mg, 0.26 mmol). The reaction was left stirring at room temperature for 18 hours. The reaction was diluted with DCM, washed with 1N HCl, dried over anhydrous Na2SO4,...